From a dataset of the Open Reaction Database (ORD), a public repository of structured organic reaction records. describe an organic reaction: reactants, conditions, products, and yield Reaction conditions: temperature 100 celsius, time 24 hour. Solvent: CN(C)C=O (DMF). Product: COC=1C=C(C#N)C=C(C1)C(F)(F)F (3-methoxy-5-(trifluoromethyl)benzonitrile). Starting materials: IC1=CC(=CC(=C1)C(F)(F)F)OC (1-iodo-3-methoxy-5-(trifluoromethyl)benzene), C(#N)[Cu] (CuCN), N (NH3). As a reaction SMILES: I[C:2]1[CH:7]=[C:6]([C:8]([F:11])([F:10])[F:9])[CH:5]=[C:4]([O:12][CH3:13])[CH:3]=1.[C:14]([Cu])#[N:15].N>CN(C=O)C>[CH3:13][O:12][C:4]1[CH:3]=[C:2]([CH:7]=[C:6]([C:8]([F:11])([F:10])[F:9])[CH:5]=1)[C:14]#[N:15]. Procedure details: To a solution of 1-iodo-3-methoxy-5-(trifluoromethyl)benzene (200 mg, 0.66 mmol) in DMF (2 mL) was added CuCN (300 mg, 5.0 mmol). The reaction was stirred at 100° C. for 24 hours and then poured into aq. NH3 (40 mL). The mixture was extracted with EtOAc (70 mL) and the organic extracts were washed with brine (25 mL), dried over Na2SO4, filtered, and concentrated. Purification by flash chromatography with 5% to 80% EtOAc/hexanes afforded 3-methoxy-5-(trifluoromethyl)benzonitrile. Rf=0.64 (50% EtO... The reactants are C(=O)(O)C12CCC(CC1)(CC2)NCC(=O)N2[C@@H](C[C@@H](C2)F)C#N ((2S,4S)-1-[[N-(4-carboxybicyclo[2.2.2]oct-1-yl)amino]acetyl]-4-fluoropyrrolidine-2-carbonitrile), NC=1OC(=NN1)C (2-amino-5-methyl-1,3,4-oxadiazole). Procedure: In a similar manner to Example 87, (2S,4S)-1-[[N-(4-carboxybicyclo[2.2.2]oct-1-yl)amino]acetyl]-4-fluoropyrrolidine-2-carbonitrile (50.0 mg) and 2-amino-5-methyl-1,3,4-oxadiazole (33.7 mg) were used to obtain (2S,4S)-4-fluoro-1-[[N-[4-[N-(5-methyl-1,3,4-oxadiazol-2-yl)amino]carbonylbicyclo[2.2.2]oct-1-yl]amino]acetyl]pyrrolidine-2-carbonitrile (14.5 mg). The yield is 23.2%. The product is F[C@H]1C[C@H](N(C1)C(CNC12CCC(CC1)(CC2)C(=O)NC=2OC(=NN2)C)=O)C#N ((2S,4S)-4-fluoro-1-[[N-[4-[N-(5-methyl-1,3,4-oxadiazol-2-yl)amino]carbonylbicyclo[2.2.2]oct-1-yl]amino]acetyl]pyrrolidine-2-carbonitrile). As a reaction SMILES: [C:1]([C:4]12[CH2:11][CH2:10][C:7]([NH:12][CH2:13][C:14]([N:16]3[CH2:20][C@@H:19]([F:21])[CH2:18][C@H:17]3[C:22]#[N:23])=[O:15])([CH2:8][CH2:9]1)[CH2:6][CH2:5]2)(O)=[O:2].[NH2:24][C:25]1[O:26][C:27]([CH3:30])=[N:28][N:29]=1>>[F:21][C@@H:19]1[CH2:20][N:16]([C:14](=[O:15])[CH2:13][NH:12][C:7]23[CH2:8][CH2:9][C:4]([C:1]([NH:24][C:25]4[O:26][C:27]([CH3:30])=[N:28][N:29]=4)=[O:2])([CH2:5][CH2:6]2)[CH2:11][CH2:10]3)[C@H:17]([C:22]#[N:23])[CH2:18]1. Reactants: Clc1ccc(OC2C3CC4CC2CN(C4)C3)nn1, Cl, OB(O)c1ccccc1. Product: Cl, c1ccc(-c2ccc(OC3C4CC5CC3CN(C5)C4)nn2)cc1. As a reaction SMILES: [Cl:1][c:2]1[cH:3][cH:4][c:5]([O:8][CH:9]2[CH:10]3[CH2:11][N:12]4[CH2:13][CH:14]([CH2:15][CH:16]2[CH2:17]4)[CH2:18]3)[n:6][n:7]1.[ClH:28].[OH:19][B:20]([OH:21])[c:22]1[cH:23][cH:24][cH:25][cH:26][cH:27]1>>[ClH:1].[c:2]1(-[c:22]2[cH:23][cH:24][cH:25][cH:26][cH:27]2)[cH:3][cH:4][c:5]([O:8][CH:9]2[CH:10]3[CH2:11][N:12]4[CH2:13][CH:14]([CH2:15][CH:16]2[CH2:17]4)[CH2:18]3)[n:6][n:7]1. The reactants are OC=1C=C2C=CC(NC2=CC1)=O (6-hydroxycarbostyril), 1,5-diazabicyclo[5,4,0]-undecene-5, C(C1=CC=CC=C1)N1N=NN=C1CCCI (1-benzyl-5-γ-iodopropyltetrazole). Solvent: C(C)O (ethanol), C(C)O (ethanol). Conditions: time 5 hour. Yields the product C(C1=CC=CC=C1)N1N=NN=C1CCCOC=1C=C2C=CC(NC2=CC1)=O (6-[3-(1-benzyltetrazol-5-yl)propoxy]carbostyril). As a reaction SMILES: [OH:1][C:2]1[CH:3]=[C:4]2[C:9](=[CH:10][CH:11]=1)[NH:8][C:7](=[O:12])[CH:6]=[CH:5]2.[CH2:13]([N:20]1[C:24]([CH2:25][CH2:26][CH2:27]I)=[N:23][N:22]=[N:21]1)[C:14]1[CH:19]=[CH:18][CH:17]=[CH:16][CH:15]=1>C(O)C>[CH2:13]([N:20]1[C:24]([CH2:25][CH2:26][CH2:27][O:1][C:2]2[CH:3]=[C:4]3[C:9](=[CH:10][CH:11]=2)[NH:8][C:7](=[O:12])[CH:6]=[CH:5]3)=[N:23][N:22]=[N:21]1)[C:14]1[CH:15]=[CH:16][CH:17]=[CH:18][CH:19]=1. Reported procedure: Into 100 ml of ethanol, 3.22 g of 6-hydroxycarbostyril and 3.51 ml of 1,5-diazabicyclo[5,4,0]-undecene-5 (DBU) are added and refluxed under stirring. Then 100 ml of ethanol containing 7 g of 1-benzyl-5-γ-iodopropyltetrazole is added dropwise for 90 minutes. After completion of the addition, the reaction mixture is further refluxedfor 5 hours and then concentrated. The residue is extracted with 300 ml of chloroform and the chloroform layer is washed with a diluted NaOH aqueous solution, a diluted... Starting materials: CON(C(COC1=CC=CC=C1)=O)C1[C@@H]2N(C(=C(CS2)C)C(=O)OCC(Cl)(Cl)Cl)C1=O (2,2,2-Trichloroethyl 7-(N-methoxy-2-phenoxyacetamido)-3-methyl-3-cephem-4-carboxylate). Reagents/catalysts: [Zn] (zinc), [Zn] (zinc). Solvent: C(Cl)Cl (methylene chloride), C(C)(=O)O (acetic acid), CN(C=O)C (dimethylformamide), CN(C=O)C (dimethylformamide), C(C)(=O)O (acetic acid), C(C)(=O)OCC (ethyl acetate). Run at time 1.5 hour. Product: CON(C(COC1=CC=CC=C1)=O)C1[C@@H]2N(C(=C(CS2)C)C(=O)O)C1=O (7-(N-methoxy-2-phenoxyacetamido)-3-methyl-3-cephem-4-carboxylic acid). The yield is 38.8%. Reaction SMILES: [CH3:1][O:2][N:3]([CH:14]1[C:30](=[O:31])[N:16]2[C:17]([C:22]([O:24]CC(Cl)(Cl)Cl)=[O:23])=[C:18]([CH3:21])[CH2:19][S:20][C@H:15]12)[C:4](=[O:13])[CH2:5][O:6][C:7]1[CH:12]=[CH:11][CH:10]=[CH:9][CH:8]=1>C(Cl)Cl.C(O)(=O)C.CN(C)C=O.C(OCC)(=O)C.[Zn]>[CH3:1][O:2][N:3]([CH:14]1[C:30](=[O:31])[N:16]2[C:17]([C:22]([OH:24])=[O:23])=[C:18]([CH3:21])[CH2:19][S:20][C@H:15]12)[C:4](=[O:13])[CH2:5][O:6][C:7]1[CH:12]=[CH:11][CH:10]=[CH:9][CH:8]=1. Reported procedure: 2,2,2-Trichloroethyl 7-(N-methoxy-2-phenoxyacetamido)-3-methyl-3-cephem-4-carboxylate (490 mg) is dissolved in a mixture of methylene chloride (15 ml), acetic acid (4 ml) and dimethylformamide (4 ml), and under ice-cooling, zinc dust (400 mg) is added. The mixture is stirred at room temperature for 1.5 hours, at the end of which time acetic acid (10 ml), dimethylformamide (2 ml) and zinc dust (300 mg) are further added and stirred for another 1.5 hours. The reaction mixture is diluted with ethyl... Starting materials: C[Mg]Br (methyl magnesium bromide), FC1=CC2=C(C(C=3C(=NC=CC3)CC2)=O)C=C1 (8-fluoro-10,11-dihydro-benzo[4,5]cyclohepta[1,2-b]pyridin-5-one), [Cl-].[NH4+] (ammonium chloride). Solvent: O1CCCC1 (tetrahydrofuran). Run at time 15 minute. Product: FC1=CC2=C(C(C=3C(=NC=CC3)CC2)=C)C=C1 (8-Fluoro-5-methylene-10,11-dihydro-benzo[4,5]cyclohepta[1,2-b]pyridine). RXN SMILES: [F:1][C:2]1[CH:17]=[CH:16][C:5]2[C:6](=O)[C:7]3[C:8]([CH2:13][CH2:14][C:4]=2[CH:3]=1)=[N:9][CH:10]=[CH:11][CH:12]=3.[CH3:18][Mg]Br.[Cl-].[NH4+]>O1CCCC1>[F:1][C:2]1[CH:17]=[CH:16][C:5]2[C:6](=[CH2:18])[C:7]3[C:8]([CH2:13][CH2:14][C:4]=2[CH:3]=1)=[N:9][CH:10]=[CH:11][CH:12]=3 |f:2.3|. Procedure details: Chill a mixture of 8-fluoro-10,11-dihydro-benzo[4,5]cyclohepta[1,2-b]pyridin-5-one (1.3 g, 5.7 mmol) and dry tetrahydrofuran (50 mL) to 0° C. Treat this mixture with methyl magnesium bromide(3.0M solution in diethyl ether, 5.7 mL, 17.2 mmol). Remove cooling and stir the admixture at room temperature for 15 min. Quench the reaction, while cooling with an ice-water bath, by adding saturated aqueous ammonium chloride solution (50 mL). Separate the layers and extract the aqueous layer with methylene... Reaction SMILES: [OH:1][CH2:2][C:3]1[CH:4]=[C:5]([CH:8]=[C:9]([CH3:11])[N:10]=1)[C:6]#[N:7].Cl.[NH2:13][OH:14]>CO>[OH:14][NH:13][C:6](=[NH:7])[C:5]1[CH:8]=[C:9]([CH3:11])[N:10]=[C:3]([CH2:2][OH:1])[CH:4]=1 |f:1.2|. Yield: 54.5%. Run in CO (methanol). Reactants: OCC=1C=C(C#N)C=C(N1)C (2-hydroxymethyl-6-methyl-isonicotinonitrile), potassium tert.-butylate, Cl.NO (hydroxylamine hydrochloride). Yields the product ONC(C1=CC(=NC(=C1)C)CO)=N (N-hydroxy-2-hydroxymethyl-6-methyl-isonicotinamidine). Procedure details: To a solution of crude 2-hydroxymethyl-6-methyl-isonicotinonitrile (544 mg, 2.38 mmol) in methanol (50 mL), potassium tert.-butylate (933 mg, 8.31 mmol) and hydroxylamine hydrochloride (495 mg, 7.13 mmol) is added. The solution is refluxed for 2 h. The resulting suspension is cooled to rt and filtered. The solvent filtrate is evaporated and the remaining residue is suspended in water, filtered off, washed with additional water and dried under HV to give N-hydroxy-2-hydroxymethyl-6-methyl-isonico...